Dataset: the Open Reaction Database (ORD), a public repository of structured organic reaction records. Task: describe an organic reaction: reactants, conditions, products, and yield The reactants are Cl (HCl), C(=O)(O)[O-].[Na+] (NaHCO3), C(=O)(O)C1=CC(=C(C=C1)N=C1N(C2(CS1)CCCC2)C2CCCC2)CC (2-(4-carboxy-2-ethylphenylimino)-1-cyclopentyl-3-thia-1-azaspiro[4.4]nonane), C[Li] (methyllithium), C[Si](C)(C)Cl (Trimethylsilyl chloride). Solvent: C1CCOC1 (THF). Reaction conditions: time 8 hour. The product is C(C)(=O)C1=CC(=C(C=C1)N=C1N(C2(CS1)CCCC2)C2CCCC2)CC (2-(4-acetyl-2-ethylphenylimino)-1-cyclopentyl-3-thia-1-azaspiro[4.4]nonane). Yield: 73.0%. As a reaction SMILES: [C:1]([C:4]1[CH:9]=[CH:8][C:7]([N:10]=[C:11]2[S:15][CH2:14][C:13]3([CH2:19][CH2:18][CH2:17][CH2:16]3)[N:12]2[CH:20]2[CH2:24][CH2:23][CH2:22][CH2:21]2)=[C:6]([CH2:25][CH3:26])[CH:5]=1)(O)=[O:2].C[Li].[CH3:29][Si](Cl)(C)C.Cl.C([O-])(O)=O.[Na+]>C1COCC1>[C:1]([C:4]1[CH:9]=[CH:8][C:7]([N:10]=[C:11]2[S:15][CH2:14][C:13]3([CH2:16][CH2:17][CH2:18][CH2:19]3)[N:12]2[CH:20]2[CH2:21][CH2:22][CH2:23][CH2:24]2)=[C:6]([CH2:25][CH3:26])[CH:5]=1)(=[O:2])[CH3:29] |f:4.5|. Reported procedure: To a solution of the 2-(4-carboxy-2-ethylphenylimino)-1-cyclopentyl-3-thia-1-azaspiro[4.4]nonane (Method D9a; 0.046 g, 0.128 mmol) in THF (10 mL) at −78° C. was added methyllithium (1.4 M in Et2O, 0.91 mL, 1.28 mmol). The reaction mixture was while allowed to gradually warm to room temp., then was stirred overnight. Trimethylsilyl chloride (0.5 mL) was added and the mixture was stirred at room temp. for 2 h, then a 1N HCl solution (2 mL) was added. The mixture was stirred for 0.5 h, then was tre... Reactants: COc1ccc(S(=O)(=O)Cl)cc1, CCN(C(C)C)C(C)C, ClCCl, CC(C)CC1(C(CN)C(=O)OC(C)(C)C)CCN(CCc2ccccc2)C1=O. Product: COc1ccc(S(=O)(=O)NCC(C(=O)OC(C)(C)C)C2(CC(C)C)CCN(CCc3ccccc3)C2=O)cc1. RXN SMILES: [CH3:38][O:39][c:40]1[cH:41][cH:42][c:43]([S:46](=[O:47])(=[O:48])[Cl:49])[cH:44][cH:45]1.[CH:29]([N:30]([CH:31]([CH3:32])[CH3:33])[CH2:34][CH3:35])([CH3:36])[CH3:37].[Cl:50][CH2:51][Cl:52].[NH2:1][CH2:2][CH:3]([C:4](=[O:5])[O:6][C:7]([CH3:8])([CH3:9])[CH3:10])[C:11]1([CH2:25][CH:26]([CH3:27])[CH3:28])[C:12](=[O:24])[N:13]([CH2:16][CH2:17][c:18]2[cH:19][cH:20][cH:21][cH:22][cH:23]2)[CH2:14][CH2:15]1>>[NH:1]([CH2:2][CH:3]([C:4](=[O:5])[O:6][C:7]([CH3:8])([CH3:9])[CH3:10])[C:11]1([CH2:25][CH:26]([CH3:27])[CH3:28])[C:12](=[O:24])[N:13]([CH2:16][CH2:17][c:18]2[cH:19][cH:20][cH:21][cH:22][cH:23]2)[CH2:14][CH2:15]1)[S:46]([c:43]1[cH:42][cH:41][c:40]([O:39][CH3:38])[cH:45][cH:44]1)(=[O:47])=[O:48].